The task is: describe an organic reaction: reactants, conditions, products, and yield. This data is from the Open Reaction Database (ORD), a public repository of structured organic reaction records. Starting materials: CO, Cn1c(NS(=O)(=O)c2ccccc2)nc2nc(Cl)nc(Cl)c21. Product: COc1nc(Cl)nc2nc(NS(=O)(=O)c3ccccc3)n(C)c12. RXN SMILES: [CH3:23][OH:24].[Cl:1][c:2]1[n:3][c:4]([Cl:22])[c:5]2[n:6]([CH3:21])[c:7]([NH:11][S:12](=[O:13])(=[O:14])[c:15]3[cH:16][cH:17][cH:18][cH:19][cH:20]3)[n:8][c:9]2[n:10]1>>[Cl:1][c:2]1[n:3][c:4]([O:24][CH3:23])[c:5]2[n:6]([CH3:21])[c:7]([NH:11][S:12](=[O:13])(=[O:14])[c:15]3[cH:16][cH:17][cH:18][cH:19][cH:20]3)[n:8][c:9]2[n:10]1. Reactants: [Al+3], CC(C)(C)CC(=O)Cl, [Cl-], [Cl-], [Cl-], CCC(CC)(Cc1cc2cc(OCc3ccc4ccccc4n3)ccc2n1Cc1ccc(Cl)cc1)C(=O)OC, ClCCl. Yields the product CCC(CC)(Cc1c(C(=O)CC(C)(C)C)c2cc(OCc3ccc4ccccc4n3)ccc2n1Cc1ccc(Cl)cc1)C(=O)OC. Reaction SMILES: [Al+3:41].[C:44]([CH3:45])([CH3:46])([CH3:47])[CH2:48][C:49](=[O:50])[Cl:51].[Cl-:40].[Cl-:42].[Cl-:43].[Cl:1][c:2]1[cH:3][cH:4][c:5]([CH2:6][n:7]2[c:8]([CH2:28][C:29]([C:30](=[O:31])[O:32][CH3:33])([CH2:34][CH3:35])[CH2:36][CH3:37])[cH:9][c:10]3[cH:11][c:12]([O:16][CH2:17][c:18]4[n:19][c:20]5[cH:21][cH:22][cH:23][cH:24][c:25]5[cH:26][cH:27]4)[cH:13][cH:14][c:15]23)[cH:38][cH:39]1.[Cl:52][CH2:53][Cl:54]>>[Cl:1][c:2]1[cH:3][cH:4][c:5]([CH2:6][n:7]2[c:8]([CH2:28][C:29]([C:30](=[O:31])[O:32][CH3:33])([CH2:34][CH3:35])[CH2:36][CH3:37])[c:9]([C:49]([CH2:48][C:44]([CH3:45])([CH3:46])[CH3:47])=[O:50])[c:10]3[cH:11][c:12]([O:16][CH2:17][c:18]4[n:19][c:20]5[cH:21][cH:22][cH:23][cH:24][c:25]5[cH:26][cH:27]4)[cH:13][cH:14][c:15]23)[cH:38][cH:39]1. The reactants are CCCCOC(=O)CCCCc1ccc2c(n1)NCC2, C1CCOC1, COP(C)(=O)OC, [Li]CCCC. Product: COP(=O)(CC(=O)CCCCc1ccc2c(n1)NCC2)OC. As a reaction SMILES: [CH2:13]([CH2:15][CH2:16][CH3:32])[O:17][C:18](=[O:14])[CH2:19][CH2:20][CH2:21][CH2:22][c:23]1[cH:24][cH:25][c:26]2[c:27]([n:28]1)[NH:29][CH2:30][CH2:31]2.[CH2:33]1[O:34][CH2:35][CH2:36][CH2:37]1.[CH3:1][P:2]([O:3][CH3:4])([O:5][CH3:6])=[O:7].[CH3:8][CH2:9][CH2:10][CH2:11][Li:12]>>[CH2:1]([P:2]([O:3][CH3:4])([O:5][CH3:6])=[O:7])[C:18](=[O:17])[CH2:19][CH2:20][CH2:21][CH2:22][c:23]1[cH:24][cH:25][c:26]2[c:27]([n:28]1)[NH:29][CH2:30][CH2:31]2. Reactants: B(Br)(Br)Br (BBr3), BrC=1SC(=NN1)OC1=CC=C(C=C1)OC (2-bromo-5-(4-methoxyphenoxy)-1,3,4-thiadiazole), ice water. Solvent: C(Cl)Cl (CH2Cl2). Run at temperature 25 celsius, time 2 hour. The product is BrC1=NN=C(S1)OC1=CC=C(C=C1)O (4-[(5-bromo-1,3,4-thiadiazol-2-yl)oxy]phenol). Isolated yield 87.2%. RXN SMILES: [Br:1][C:2]1[S:3][C:4]([O:7][C:8]2[CH:13]=[CH:12][C:11]([O:14]C)=[CH:10][CH:9]=2)=[N:5][N:6]=1.B(Br)(Br)Br>C(Cl)Cl>[Br:1][C:2]1[S:3][C:4]([O:7][C:8]2[CH:9]=[CH:10][C:11]([OH:14])=[CH:12][CH:13]=2)=[N:5][N:6]=1. Reported procedure: A solution of Example 24A (1.63 g, 5.67 mmol) in CH2Cl2 (75 mL) was cooled to −78° C. and the resulting suspension was treated with BBr3 (22.67 mmol, 2.14 mL) drop wise over 2 minutes. The reaction was stirred at 25° C. for 2 hours and was poured into a 200 mL ice/water mixture. The resulting bilayer was stirred vigorously for 0.5 hours and a white precipitate formed. The solids were filtered, washed with water (1×20 mL) and dried in a vacuum oven to provide 1.35 g (87%) of the title compound as...